The task is: describe an organic reaction: reactants, conditions, products, and yield. This data is from the Open Reaction Database (ORD), a public repository of structured organic reaction records. Reactants: CC(C)(C)c1ccc(N)cc1, CCCO, O=C(O)c1c(Cl)ccc([N+](=O)[O-])c1Cl, [Li+], [Li+], O=C([O-])[O-]. Yields the product CC(C)(C)c1ccc(Nc2c([N+](=O)[O-])ccc(Cl)c2C(=O)O)cc1. Reaction SMILES: [C:15]([CH3:16])([CH3:17])([CH3:18])[c:19]1[cH:20][cH:21][c:22]([NH2:23])[cH:24][cH:25]1.[CH2:32]([OH:33])[CH2:34][CH3:35].[Cl:1][c:2]1[c:3]([C:4](=[O:5])[OH:6])[c:7]([Cl:14])[cH:8][cH:9][c:10]1[N+:11](=[O:12])[O-:13].[Li+:26].[Li+:27].[O-:28][C:29](=[O:30])[O-:31]>>[c:2]1([NH:23][c:22]2[cH:21][cH:20][c:19]([C:15]([CH3:16])([CH3:17])[CH3:18])[cH:25][cH:24]2)[c:3]([C:4](=[O:5])[OH:6])[c:7]([Cl:14])[cH:8][cH:9][c:10]1[N+:11](=[O:12])[O-:13]. The solvent is CC(=O)O (HOAc), Cl (HCl). As a reaction SMILES: [OH:1][C:2]1[CH:9]=[C:8]([O:10][CH3:11])[CH:7]=[CH:6][C:3]=1[CH:4]=O>CC(O)=O.Cl.[Zn]>[OH:1][C:2]1[CH:9]=[C:8]([O:10][CH3:11])[CH:7]=[CH:6][C:3]=1[CH3:4]. Reactants: OC1=C(C=O)C=CC(=C1)OC (2-hydroxy-4-methoxybenzaldehyde). Procedure details: To a solution of 10.0 g (65.8 mmoles) of 2-hydroxy-4-methoxybenzaldehyde in 50 mL of HOAc and 50 mL of concentrated HCl, was added 17.2 g (263.2 mg atoms) of powdered zinc. The mixture was heated one hour at 85-90° C. and then extracted three times between EtOAc and saturtated NaCl solution. The organic layer was washed with saturated NaHCO3, dried over Na2SO4, and evaporated under vacuum. The crude product was purified via silica gel flash chromatography (0 to 20% EtOAc in hexane), giving 2.0 g... The reagents and catalysts are [Zn] (zinc). The yield is 22.0%. The product is OC=1C=C(C=CC1C)OC (3-hydroxy-4-methylanisole). Run at temperature 87.5 celsius. Starting materials: CC(C)C[Al+]CC(C)C, CO, Cc1ccccc1, Cl, [H-], CCOC(=O)CC1c2ccccc2CCc2ccccc21. Yields the product OCCC1c2ccccc2CCc2ccccc21. Reaction SMILES: [CH2:2]([Al+:3][CH2:4][CH:5]([CH3:6])[CH3:7])[CH:8]([CH3:9])[CH3:10].[CH3:32][OH:33].[CH3:35][c:36]1[cH:37][cH:38][cH:39][cH:40][cH:41]1.[ClH:34].[H-:1].[cH:11]1[cH:12][cH:13][cH:14][c:15]2[c:21]1[CH2:20][CH2:19][c:18]1[c:17]([cH:25][cH:24][cH:23][cH:22]1)[CH:16]2[CH2:26][C:27](=[O:28])[O:29][CH2:30][CH3:31]>>[cH:11]1[cH:12][cH:13][cH:14][c:15]2[c:21]1[CH2:20][CH2:19][c:18]1[c:17]([cH:25][cH:24][cH:23][cH:22]1)[CH:16]2[CH2:26][CH2:27][OH:28].